From a dataset of the Open Reaction Database (ORD), a public repository of structured organic reaction records. describe an organic reaction: reactants, conditions, products, and yield Starting materials: FCCOC=1C=C(C=CC1)C=1C=C(C=NC1)C(CC(=O)OC)NC(=O)[C@H]1CN(CCC1)C(CCC1CCN(CC1)C(=O)OC(C)(C)C)=O (Tert-butyl 4-{3-[(3R)-3-{[1-{5-[3-(2-fluoroethoxy)phenyl]pyridin-3-yl}-3-methoxy-3-oxopropyl]carbamoyl}piperidin-1-yl]-3-oxopropyl}piperidine-1-carboxylate), O.O.O.O.O.O.O.O.[OH-].[Ba+2].[OH-] (barium hydroxide octahydrate). Solvent: CO (methanol). Run at time 20 hour. Product: C(C)(C)(C)OC(=O)N1CCC(CC1)CCC(=O)N1C[C@@H](CCC1)C(=O)NC(CC(=O)O)C=1C=NC=C(C1)C1=CC(=CC=C1)OCCF (3-({[(3R)-1-{3-[1-(tert-butoxycarbonyl)piperidin-4-yl]propanoyl}piperidin-3-yl]carbonyl}amino)-3-{5-[3-(2-fluoroethoxy)phenyl]pyridin-3-yl}propanoic acid). As a reaction SMILES: [F:1][CH2:2][CH2:3][O:4][C:5]1[CH:6]=[C:7]([C:11]2[CH:12]=[C:13]([CH:17]([NH:23][C:24]([C@@H:26]3[CH2:31][CH2:30][CH2:29][N:28]([C:32](=[O:48])[CH2:33][CH2:34][CH:35]4[CH2:40][CH2:39][N:38]([C:41]([O:43][C:44]([CH3:47])([CH3:46])[CH3:45])=[O:42])[CH2:37][CH2:36]4)[CH2:27]3)=[O:25])[CH2:18][C:19]([O:21]C)=[O:20])[CH:14]=[N:15][CH:16]=2)[CH:8]=[CH:9][CH:10]=1.O.O.O.O.O.O.O.O.[OH-].[Ba+2].[OH-]>CO>[C:44]([O:43][C:41]([N:38]1[CH2:37][CH2:36][CH:35]([CH2:34][CH2:33][C:32]([N:28]2[CH2:29][CH2:30][CH2:31][C@@H:26]([C:24]([NH:23][CH:17]([C:13]3[CH:14]=[N:15][CH:16]=[C:11]([C:7]4[CH:8]=[CH:9][CH:10]=[C:5]([O:4][CH2:3][CH2:2][F:1])[CH:6]=4)[CH:12]=3)[CH2:18][C:19]([OH:21])=[O:20])=[O:25])[CH2:27]2)=[O:48])[CH2:40][CH2:39]1)=[O:42])([CH3:47])([CH3:46])[CH3:45] |f:1.2.3.4.5.6.7.8.9.10.11|. Procedure: 95 mg (0.14 mmol) Tert-butyl 4-{3-[(3R)-3-{[1-{5-[3-(2-fluoroethoxy)phenyl]pyridin-3-yl}-3-methoxy-3-oxopropyl]carbamoyl}piperidin-1-yl]-3-oxopropyl}piperidine-1-carboxylate were dissolved in 17 ml methanol. 448 mg (1.42 mmol) barium hydroxide octahydrate were added. The mixture was stirred at room temperature for 20 hours and then concentrated to give 3-({[(3R)-1-{3-[1-(tert-butoxycarbonyl)piperidin-4-yl]propanoyl}piperidin-3-yl]carbonyl}amino)-3-{5-[3-(2-fluoroethoxy)phenyl]pyridin-3-yl}propan...